Dataset: the Open Reaction Database (ORD), a public repository of structured organic reaction records. Task: describe an organic reaction: reactants, conditions, products, and yield Reactants: [Br-], [Li]CCCC, CCCCCCC[P+](c1ccccc1)(c1ccccc1)c1ccccc1, CCCCCC, O=Cc1ccccc1O, Cl, [Na], O. The product is CCCCCCC=Cc1ccccc1O. As a reaction SMILES: [Br-:1].[CH2:28]([Li:29])[CH2:30][CH2:31][CH3:32].[CH2:2]([CH2:3][CH2:4][CH2:5][CH2:6][CH2:7][CH3:8])[P+:9]([c:10]1[cH:11][cH:12][cH:13][cH:14][cH:15]1)([c:16]1[cH:17][cH:18][cH:19][cH:20][cH:21]1)[c:22]1[cH:23][cH:24][cH:25][cH:26][cH:27]1.[CH3:33][CH2:34][CH2:35][CH2:36][CH2:37][CH3:38].[CH:39]([c:40]1[c:41]([OH:42])[cH:43][cH:44][cH:45][cH:46]1)=[O:47].[ClH:49].[Na:48].[OH2:50]>>[CH:2]([CH2:3][CH2:4][CH2:5][CH2:6][CH2:7][CH3:8])=[CH:39][c:40]1[c:41]([OH:42])[cH:43][cH:44][cH:45][cH:46]1. Reactants: solution, [F-].C(CCC)[N+](CCCC)(CCCC)CCCC (tetrabutylammonium fluoride), FC1=C(C=C(C=C1)C#C[Si](C(C)C)(C(C)C)C(C)C)N1CCOCC1 (4-(2-fluoro-5-((triisopropylsilyl)ethynyl)phenyl)morpholine). Run in O1CCCC1 (THF), O1CCCC1 (tetrahydrofuran). Product: C(#C)C=1C=CC(=C(C1)N1CCOCC1)F (4-(5-ethynyl-2-fluorophenyl)morpholine). Isolated yield 99.1%. Reaction SMILES: [F:1][C:2]1[CH:7]=[CH:6][C:5]([C:8]#[C:9][Si](C(C)C)(C(C)C)C(C)C)=[CH:4][C:3]=1[N:20]1[CH2:25][CH2:24][O:23][CH2:22][CH2:21]1.[F-].C([N+](CCCC)(CCCC)CCCC)CCC>O1CCCC1>[C:8]([C:5]1[CH:6]=[CH:7][C:2]([F:1])=[C:3]([N:20]2[CH2:25][CH2:24][O:23][CH2:22][CH2:21]2)[CH:4]=1)#[CH:9] |f:1.2|. Procedure details: A 25 mL round bottom flask was charged with 4-(2-fluoro-5-((triisopropylsilyl)ethynyl)phenyl)morpholine (0.540 g, 1.50 mmol), diluted with tetrahydrofuran (THF, 1.5 ml) at room temperature. A 1M solution of tetrabutylammonium fluoride in THF (2.0 mL) was added. After 105 minutes reaction the mixture was partitioned between ethylacetate and water, separated, dried with sodium sulfate, and concentrated to an oil by rotary evaporation to yield 0.305 g of 4-(5-ethynyl-2-fluorophenyl)morpholine. Reactants: NC1CC1, O=C(Cl)C=Cc1cccc(Cl)c1, c1ccccc1. Yields the product O=C(C=Cc1cccc(Cl)c1)NC1CC1. As a reaction SMILES: [CH:13]1([NH2:16])[CH2:14][CH2:15]1.[Cl:1][c:2]1[cH:3][c:4]([CH:5]=[CH:6][C:7](=[O:8])[Cl:9])[cH:10][cH:11][cH:12]1.[cH:17]1[cH:18][cH:19][cH:20][cH:21][cH:22]1>>[Cl:1][c:2]1[cH:3][c:4]([CH:5]=[CH:6][C:7](=[O:8])[NH:16][CH:13]2[CH2:14][CH2:15]2)[cH:10][cH:11][cH:12]1.